Dataset: the Open Reaction Database (ORD), a public repository of structured organic reaction records. Task: describe an organic reaction: reactants, conditions, products, and yield The reactants are [Br-], C[P+](c1ccccc1)(c1ccccc1)c1ccccc1, O=Cc1ncn2c1C1CCN1C(=O)c1c(Cl)cccc1-2, [NH2-], [Na], C1CCOC1. Reaction SMILES: [Br-:28].[CH3:29][P+:30]([c:31]1[cH:32][cH:33][cH:34][cH:35][cH:36]1)([c:37]1[cH:38][cH:39][cH:40][cH:41][cH:42]1)[c:43]1[cH:44][cH:45][cH:46][cH:47][cH:48]1.[Cl:3][c:4]1[cH:5][cH:6][cH:7][c:8]2[c:9]1[C:10](=[O:22])[N:11]1[CH:12]([c:13]3[n:14]-2[cH:15][n:16][c:17]3[CH:18]=[O:19])[CH2:20][CH2:21]1.[NH2-:2].[Na:1].[O:23]1[CH2:24][CH2:27][CH2:26][CH2:25]1>>[Cl:3][c:4]1[cH:5][cH:6][cH:7][c:8]2[c:9]1[C:10](=[O:22])[N:11]1[CH:12]([c:13]3[n:14]-2[cH:15][n:16][c:17]3[CH:18]=[CH2:24])[CH2:20][CH2:21]1. Product: C=Cc1ncn2c1C1CCN1C(=O)c1c(Cl)cccc1-2. Reactants: CNC1=CC=CC=C1 (N-methylaniline), C(C)(C)N(C(C)C)[SiH3] (di-isopropylaminosilane). Conditions: time 24 hour. Product: C1(=CC=CC=C1)CN[SiH3] (phenylmethylaminosilane). Yield: 89.4%. RXN SMILES: CN[C:3]1[CH:8]=[CH:7][CH:6]=[CH:5][CH:4]=1.[CH:9]([N:12]([SiH3:16])C(C)C)(C)C>>[C:3]1([CH2:9][NH:12][SiH3:16])[CH:4]=[CH:5][CH:6]=[CH:7][CH:8]=1. Procedure details: In a 500 ml Schlenk flask, 64.2 grams (g) (0.6 mol) N-methylaniline and 131 g (1.0 mol) di-isopropylaminosilane were stirred at ambient temperature under a nitrogen atmosphere for 24 hours. The relatively lower boiling point by-product di-isopropylamine was removed with vacuum at a pressure of 20 mmHg and room temperature (25° C.). The reaction mixture was stirred for another 24 hours. The end-product phenylmethylaminosilane (73.6 g, 89.5% yield) was obtained by vacuum distillation with a boilin... The reactants are C([O-])(O)=O.[Na+] (sodium bicarbonate), C(C)(C)(C)OC(=O)CON=C(C(=O)NC1[C@@H]2N(C(=C(CS2)\C=C\Cl)C(=O)OC(C2=CC=CC=C2)C2=CC=CC=C2)C1=O)C=1N=C(SC1)NC=O (benzhydryl 7-[2-t-butoxycarbonylmethoxyimino-2-(2-formamidothiazol-4-yl)acetamido]-3-[(E)-2-chlorovinyl]-3-cephem-4-carboxylate), CO (methanol), Cl (hydrochloric acid). Solvent: O (water), O1CCCC1 (tetrahydrofuran). Conditions: time 2 hour. Product: C(C)(C)(C)OC(=O)CON=C(C(=O)NC1[C@@H]2N(C(=C(CS2)\C=C\Cl)C(=O)OC(C2=CC=CC=C2)C2=CC=CC=C2)C1=O)C=1N=C(SC1)N (benzhydryl 7-[2-t-butoxycarbonylmethoxyimino-2-(2-aminothiazol-4-yl)acetamido]-3-[(E)-2-chlorovinyl]-3-cephem-4-carboxylate). The yield is 90.1%. RXN SMILES: [C:1]([O:5][C:6]([CH2:8][O:9][N:10]=[C:11]([C:43]1[N:44]=[C:45]([NH:48]C=O)[S:46][CH:47]=1)[C:12]([NH:14][CH:15]1[C:41](=[O:42])[N:17]2[C:18]([C:25]([O:27][CH:28]([C:35]3[CH:40]=[CH:39][CH:38]=[CH:37][CH:36]=3)[C:29]3[CH:34]=[CH:33][CH:32]=[CH:31][CH:30]=3)=[O:26])=[C:19](/[CH:22]=[CH:23]/[Cl:24])[CH2:20][S:21][C@H:16]12)=[O:13])=[O:7])([CH3:4])([CH3:3])[CH3:2].CO.Cl.C(=O)(O)[O-].[Na+]>O.O1CCCC1>[C:1]([O:5][C:6]([CH2:8][O:9][N:10]=[C:11]([C:43]1[N:44]=[C:45]([NH2:48])[S:46][CH:47]=1)[C:12]([NH:14][CH:15]1[C:41](=[O:42])[N:17]2[C:18]([C:25]([O:27][CH:28]([C:35]3[CH:40]=[CH:39][CH:38]=[CH:37][CH:36]=3)[C:29]3[CH:30]=[CH:31][CH:32]=[CH:33][CH:34]=3)=[O:26])=[C:19](/[CH:22]=[CH:23]/[Cl:24])[CH2:20][S:21][C@H:16]12)=[O:13])=[O:7])([CH3:4])([CH3:2])[CH3:3] |f:3.4|. Procedure details: To a solution of benzhydryl 7-[2-t-butoxycarbonylmethoxyimino-2-(2-formamidothiazol-4-yl)acetamido]-3-[(E)-2-chlorovinyl]-3-cephem-4-carboxylate (syn isomer) (3.0 g) in a mixed solvent of methanol (30 ml) and tetrahydrofuran (5 ml) was added concentrated hydrochloric acid (1.67 ml) at room temperature, and the mixture was stirred for two hours at the same temperature. The reaction mixture was diluted with water (40 ml), adjusted to pH 6.0 with an aqueous solution of sodium bicarbonate and extrac... Starting materials: NC1=C(C=C(C=C1)C1=C(C=CC(=C1)C)S(=O)C1=C(C=C(C=C1)C)C1=CC(=C(C=C1)N)[N+](=O)[O-])[N+](=O)[O-] ((4-amino-3-nitrophenyl)-4-methylphenyl sulfoxide), C1(=CC=CC=C1)S(=O)C1=CC(=C(C=C1)Cl)[N+](=O)[O-] (phenyl-(4-chloro-3-nitrophenyl) sulfoxide). The product is C1(=CC=CC=C1)S(=O)C1=CC(=C(C=C1)Cl)N (Phenyl-(3-amino-4-chlorophenyl) sulfoxide). Isolated yield 90.0%. RXN SMILES: NC1C=CC(C2C=C(C)C=CC=2S(C2C=CC(C)=CC=2C2C=CC(N)=C([N+]([O-])=O)C=2)=O)=CC=1[N+]([O-])=O.[C:37]1([S:43]([C:45]2[CH:50]=[CH:49][C:48]([Cl:51])=[C:47]([N+:52]([O-])=O)[CH:46]=2)=[O:44])[CH:42]=[CH:41][CH:40]=[CH:39][CH:38]=1>>[C:37]1([S:43]([C:45]2[CH:50]=[CH:49][C:48]([Cl:51])=[C:47]([NH2:52])[CH:46]=2)=[O:44])[CH:42]=[CH:41][CH:40]=[CH:39][CH:38]=1. Procedure: Following the procedure described in Example 2 but using as a starting material instead of (4-amino-3-nitrophenyl)-4-methylphenyl sulfoxide a corresponding amount of phenyl-(4-chloro-3-nitrophenyl) sulfoxide, the title compound is obtained. As a reaction SMILES: [N:1]1[CH:6]=[CH:5][N:4]=[CH:3][C:2]=1[C:7]([OH:9])=[O:8].[C:10]([O-])([O-])=O.[K+].[K+].CI>CN(C=O)C>[CH3:10][O:8][C:7]([C:2]1[CH:3]=[N:4][CH:5]=[CH:6][N:1]=1)=[O:9] |f:1.2.3|. Reported procedure: To pyrazine-2-carboxylic acid (15.0 g, 121 mmol) in DMF (150 mL) were added K2CO3 (50 g, 363 mmol) and MeI (9.0 mL, 145 mmol). After stirring for 3 days, the reaction mixture was filtered and then concentrated. The residue was dissolved in ethyl acetate, washed with water (3 times) and brine, dried over anhydrous Na2SO4, filtered and concentrated. Purification by flash column chromatography eluted with 10-30% ethyl acetate in hexanes gave the title product (1.28 g, 8%). Reactants: N1=C(C=NC=C1)C(=O)O (pyrazine-2-carboxylic acid), C(=O)([O-])[O-].[K+].[K+] (K2CO3), CI (MeI). Isolated yield 7.7%. Run at time 3 day. The solvent is CN(C)C=O (DMF). Product: COC(=O)C1=NC=CN=C1 (Pyrazine-2-carboxylic acid methyl ester). Reaction SMILES: [NH2:1][C:2]1[C:3]([Cl:28])=[N:4][C:5]2[C:10]([C:11]=1[NH:12][CH2:13][C:14]1([OH:27])[CH2:19][CH2:18][N:17]([C:20]([O:22][C:23]([CH3:26])([CH3:25])[CH3:24])=[O:21])[CH2:16][CH2:15]1)=[CH:9][CH:8]=[CH:7][CH:6]=2.Cl[C:30]1C([N+]([O-])=O)=C(Cl)C2C(=CC=CC=2)N=1.ClC1C2C(=CC=CC=2)N=CC=1[N+]([O-])=O.Cl.N1C=CC=CC=1.C(OC(OCC)OCC)C>C1(C)C=CC=CC=1>[Cl:28][C:3]1[C:2]2[N:1]=[CH:30][N:12]([CH2:13][C:14]3([OH:27])[CH2:19][CH2:18][N:17]([C:20]([O:22][C:23]([CH3:24])([CH3:25])[CH3:26])=[O:21])[CH2:16][CH2:15]3)[C:11]=2[C:10]2[CH:9]=[CH:8][CH:7]=[CH:6][C:5]=2[N:4]=1 |f:3.4|. Starting materials: NC=1C(=NC2=CC=CC=C2C1NCC1(CCN(CC1)C(=O)OC(C)(C)C)O)Cl (tert-butyl 4 {[(3-amino-2-chloroquinolin-4-yl)amino]methyl}-4-hydroxypiperidine-1-carboxylate), C(C)OC(OCC)OCC (triethylorthoformate), Cl.N1=CC=CC=C1 (pyridine hydrochloride), NC=1C(=NC2=CC=CC=C2C1NCC1(CCN(CC1)C(=O)OC(C)(C)C)O)Cl (tert-butyl 4 {[(3-amino-2-chloroquinolin-4-yl)amino]methyl}-4-hydroxypiperidine-1-carboxylate), ClC1=NC2=CC=CC=C2C(=C1[N+](=O)[O-])Cl (2,4-dichloro-3-nitroquinoline), ClC1=C(C=NC2=CC=CC=C12)[N+](=O)[O-] (4-chloro-3-nitroquinoline), C(C)OC(OCC)OCC (triethylorthoformate). Reported procedure: Under a nitrogen atmosphere, tert-butyl 4 {[(3-amino-2-chloroquinolin-4-yl)amino]methyl}-4-hydroxypiperidine-1-carboxylate (0.25 g, 0.61 mmol, prepared according to the general methods of Example 4 Parts A through D using 2,4-dichloro-3-nitroquinoline in lieu of 4-chloro-3-nitroquinoline in Part C), toluene (5 mL), pyridine hydrochloride (0.02 g), and triethylorthoformate (0.11 mL, 0.65 mmol) was heated at reflux for 2 hours. More triethylorthoformate (0.5 eq) was added and the reaction mixture ... Run in C1(=CC=CC=C1)C (toluene). The product is ClC1=NC=2C=CC=CC2C2=C1N=CN2CC2(CCN(CC2)C(=O)OC(C)(C)C)O (tert-butyl 4-[(4-chloro-1H-imidazo[4,5-c]quinolin-1-yl)methyl]-4-hydroxypiperidine-1-carboxylate). Reactants: NC=1N=CN(C1C(=O)N)CC1=CC=CC=C1 (4-amino-1-benzyl-5-imidazolecarboxamide), C(C1=CC=NC=C1)(=O)O (isonicotinic acid). The product is C(C1=CC=CC=C1)N1C=NC(=C1C(=O)N)NC(=O)C1=CC=NC=C1 (1-benzyl-4-(4-pyridylcarbonylamino)-5-imidazolecarboxamide). Isolated yield 78.0%. RXN SMILES: [NH2:1][C:2]1[N:3]=[CH:4][N:5]([CH2:10][C:11]2[CH:16]=[CH:15][CH:14]=[CH:13][CH:12]=2)[C:6]=1[C:7]([NH2:9])=[O:8].[C:17](O)(=[O:24])[C:18]1[CH:23]=[CH:22][N:21]=[CH:20][CH:19]=1>>[CH2:10]([N:5]1[C:6]([C:7]([NH2:9])=[O:8])=[C:2]([NH:1][C:17]([C:18]2[CH:23]=[CH:22][N:21]=[CH:20][CH:19]=2)=[O:24])[N:3]=[CH:4]1)[C:11]1[CH:16]=[CH:15][CH:14]=[CH:13][CH:12]=1. Reported procedure: An amidation reaction and post-treatment were carried out following the conditions of Example 19, using 1.00 g (4.62 mmol) of 4-amino-1-benzyl-5-imidazolecarboxamide prepared in the same manner as in Reference Example 2 and isonicotinic acid instead of cyclopentylacetic acid to obtain 1.16 g of 1-benzyl-4-(4-pyridylcarbonylamino)-5-imidazolecarboxamide (yield 78%).